describe an organic reaction: reactants, conditions, products, and yield From a dataset of the Open Reaction Database (ORD), a public repository of structured organic reaction records. Reactants: C(C)(=O)OC1=CC(=C(C(=O)O)C=C1)F (4-acetoxy-2-fluorobenzoic acid), S(=O)(Cl)Cl (thionyl chloride). Reaction conditions: time 1 day. The product is C(C)(=O)OC1=CC(=C(C=C1)C(=O)OC(CC)CC)F (4-acetoxy-2-fluoro-1-(1-ethylpropyloxycarbonyl)benzene). As a reaction SMILES: [C:1]([O:4][C:5]1[CH:13]=[CH:12][C:8]([C:9]([OH:11])=[O:10])=[C:7]([F:14])[CH:6]=1)(=[O:3])[CH3:2].S(Cl)(Cl)=O>>[C:1]([O:4][C:5]1[CH:13]=[CH:12][C:8]([C:9]([O:11][CH:5]([CH2:13][CH3:12])[CH2:6][CH3:7])=[O:10])=[C:7]([F:14])[CH:6]=1)(=[O:3])[CH3:2]. Reported procedure: 1.0 Gram of 4-acetoxy-2-fluorobenzoic acid was added to 7 ml of thionyl chloride, and the mixture was allowed to react under reflux for 5 hours. Thereafter, excessive thionyl chloride was distilled off, and a mixture comprising 1 ml of pyridine, 4 ml of dry ether and 0.6 g of 3-pentanol was added dropwise to the above mixture. After the addition, the resulting mixture was stirred at room temperature for one day and diluted with 200 ml of ether, and an organic layer was washed consecutively with ... The reactants are ClC1=CC=CC2=C1C(N(CC=1N2C=NC1C#C)C)=O (7-chloro-3-ethynyl-4,5-dihydro-5-methyl-6H-imidazo[1,5-a][1,4]benzodiazepin-6-one), [OH-].[Na+] (sodium hydroxide), II (iodine). Run in CO (methanol), O (water). Reaction conditions: time 1 hour. Yields the product ClC1=CC=CC2=C1C(N(CC=1N2C=NC1C#CI)C)=O (7-chloro-4,5-dihydro-3-(2-iodoethynyl)-5-methyl-6H-imidazo[1,5-a][1,4]benzodiazepin-6-one). RXN SMILES: [Cl:1][C:2]1[C:7]2[C:8](=[O:19])[N:9]([CH3:18])[CH2:10][C:11]3[N:12]([CH:13]=[N:14][C:15]=3[C:16]#[CH:17])[C:6]=2[CH:5]=[CH:4][CH:3]=1.[OH-].[Na+].[I:22]I>CO.O>[Cl:1][C:2]1[C:7]2[C:8](=[O:19])[N:9]([CH3:18])[CH2:10][C:11]3[N:12]([CH:13]=[N:14][C:15]=3[C:16]#[C:17][I:22])[C:6]=2[CH:5]=[CH:4][CH:3]=1 |f:1.2|. Procedure details: 2.72 g (10 mmol) of 7-chloro-3-ethynyl-4,5-dihydro-5-methyl-6H-imidazo[1,5-a][1,4]benzodiazepin-6-one was suspended in 30 ml of methanol and cooled to 10°. There were then added simultaneously thereto in portions within about 10 minutes 5 ml of 28% sodium hydroxide solution and 3 g of iodine. After stirring at room temperature for 1 hour the suspension was diluted with about 30 ml of water, suction filtered and the suction filter cake was dried. By two recrystallizations from methylene chloride ...